From a dataset of the Open Reaction Database (ORD), a public repository of structured organic reaction records. describe an organic reaction: reactants, conditions, products, and yield Reactants: OCCCN1N=CC(=C1)C=1C=CC(=C2C(N(CC12)C)=O)NC1=NC(=NC=C1C(F)(F)F)NC1=CC=C(CP(OCC)(OCC)=O)C=C1 (Diethyl (4-{[4-({7-[1-(3-hydroxypropyl)-1H-pyrazol-4-yl]-2-methyl-3-oxo-2,3-dihydro-1H-isoindol-4-yl}amino)-5-(trifluoromethyl)pyrimidin-2-yl]amino}benzyl)phosphonate), [Na+].[I-] (NaI). The solvent is CCC(=O)C (MEK). Yields the product OCCCN1N=CC(=C1)C=1C=CC(=C2C(N(CC12)C)=O)NC1=NC(=NC=C1C(F)(F)F)NC1=CC=C(CP(OCC)([O-])=O)C=C1.[Na+] (Sodium ethyl (4-{[4-({7-[1-(3-hydroxypropyl)-1H-pyrazol-4-yl]-2-methyl-3-oxo-2,3-dihydro-1H-isoindol-4-yl}amino)-5-(trifluoromethyl)pyrimidin-2-yl]amino}benzyl)phosphonate). RXN SMILES: [OH:1][CH2:2][CH2:3][CH2:4][N:5]1[CH:9]=[C:8]([C:10]2[CH:11]=[CH:12][C:13]([NH:21][C:22]3[C:27]([C:28]([F:31])([F:30])[F:29])=[CH:26][N:25]=[C:24]([NH:32][C:33]4[CH:47]=[CH:46][C:36]([CH2:37][P:38](=[O:45])([O:42]CC)[O:39][CH2:40][CH3:41])=[CH:35][CH:34]=4)[N:23]=3)=[C:14]3[C:18]=2[CH2:17][N:16]([CH3:19])[C:15]3=[O:20])[CH:7]=[N:6]1.[Na+:48].[I-]>CCC(C)=O>[OH:1][CH2:2][CH2:3][CH2:4][N:5]1[CH:9]=[C:8]([C:10]2[CH:11]=[CH:12][C:13]([NH:21][C:22]3[C:27]([C:28]([F:30])([F:31])[F:29])=[CH:26][N:25]=[C:24]([NH:32][C:33]4[CH:34]=[CH:35][C:36]([CH2:37][P:38](=[O:42])([O-:45])[O:39][CH2:40][CH3:41])=[CH:46][CH:47]=4)[N:23]=3)=[C:14]3[C:18]=2[CH2:17][N:16]([CH3:19])[C:15]3=[O:20])[CH:7]=[N:6]1.[Na+:48] |f:1.2,4.5|. Procedure details: A mixture of Example 156 (172 mg, 0.255 mmol) in MEK (6 mL) was treated with of NaI (165 mg, 1.102 mmol) and irradiated on the microwave at 120° C. for 6 hours. The cooled reaction mixture was filtered, the solids were washed with ice cold acetone and dried in vacuo to afford the title compound as alight brown solid. 1H NMR (400 MHz, DMSO-d6) δ ppm 10.64 (br s, 1H), 9.72 (s, 1H), 9.19 (br s, 1H), 8.47 (br s, 1H), 8.40 (s, 1H), 8.19 (br s, 1H), 7.75 (br s, 1H), 7.28 (br s, 4H), 6.34 (br s, 1H), 4... The reactants are CC(CC1=CC=CC=C1)O (α-methylphenethyl alcohol), methanesulfonate ester, COCC1(CCNCC1)N(C(CC)=O)C1=CC=CC=C1 (N-[4-(methoxymethyl)-4-piperidinyl]-N-phenylpropanamide), C([O-])([O-])=O.[Na+].[Na+] (sodium carbonate), CC(CC(C)=O)C (4-methyl-2-pentanone). Solvent: O (water), O (water). The product is C(C(=O)O)(=O)O.COCC1(CCN(CC1)C(CC1=CC=CC=C1)C)N(C(CC)=O)C1=CC=CC=C1 (N-[4-(methoxymethyl)-1-(1-methyl-2-phenylethyl)-4-piperidinyl]-N-phenylpropanamide ethanedioate). As a reaction SMILES: [CH3:1][CH:2]([OH:10])[CH2:3][C:4]1[CH:9]=[CH:8][CH:7]=[CH:6][CH:5]=1.[CH3:11][O:12][CH2:13][C:14]1([N:20]([C:25]2[CH:30]=[CH:29][CH:28]=[CH:27][CH:26]=2)[C:21](=[O:24])[CH2:22][CH3:23])[CH2:19][CH2:18][NH:17][CH2:16][CH2:15]1.[C:31](=[O:34])([O-:33])[O-].[Na+].[Na+].CC(C)CC(=O)C>O>[C:2]([OH:10])(=[O:12])[C:31]([OH:33])=[O:34].[CH3:11][O:12][CH2:13][C:14]1([N:20]([C:25]2[CH:26]=[CH:27][CH:28]=[CH:29][CH:30]=2)[C:21](=[O:24])[CH2:22][CH3:23])[CH2:19][CH2:18][N:17]([CH:2]([CH3:1])[CH2:3][C:4]2[CH:9]=[CH:8][CH:7]=[CH:6][CH:5]=2)[CH2:16][CH2:15]1 |f:2.3.4,7.8|. Procedure details: A mixture of 3.54 parts of α-methylphenethyl alcohol, methanesulfonate ester, 4.1 parts of N-[4-(methoxymethyl)-4-piperidinyl]-N-phenylpropanamide, 3.97 parts of sodium carbonate and 160 parts of 4-methyl-2-pentanone is stirred and refluxed for 24 hours with water-separator. After cooling, water is added and the product is extracted with trichloromethane. The extract is washed with water, dried, filtered and evaporated. The residue is purified by column-chromatography over silicagel using a mixt... Starting materials: O=C1NC2=CC[C@H]3[C@@H]4CC[C@@H]([C@@]4(C)CC[C@@H]3[C@]2(CC1)C)C(=O)O (3-oxo-4-azaandrost-5-ene-17β-carboxylic acid), C1(=CC=CC=C1)[C@H](CC1=CC=CC=C1)N ((S)-1,2-diphenylethylamine). Yields the product C1(=CC=CC=C1)[C@H](CC1=CC=CC=C1)NC(=O)[C@@H]1[C@]2(C)[C@@H](CC1)[C@@H]1CC=C3NC(CC[C@]3(C)[C@H]1CC2)=O (N-[(S)-1,2-Diphenylethyl]-3-oxo-4-azaandrost-5-ene-17β-carboxamide). Yield: 92.0%. RXN SMILES: [O:1]=[C:2]1[CH2:19][CH2:18][C@@:17]2([CH3:20])[C:4](=[CH:5][CH2:6][C@@H:7]3[C@@H:16]2[CH2:15][CH2:14][C@@:12]2([CH3:13])[C@H:8]3[CH2:9][CH2:10][C@@H:11]2[C:21](O)=[O:22])[NH:3]1.[C:24]1([C@@H:30]([NH2:38])[CH2:31][C:32]2[CH:37]=[CH:36][CH:35]=[CH:34][CH:33]=2)[CH:29]=[CH:28][CH:27]=[CH:26][CH:25]=1>>[C:24]1([C@@H:30]([NH:38][C:21]([C@H:11]2[CH2:10][CH2:9][C@H:8]3[C@H:7]4[C@H:16]([CH2:15][CH2:14][C@:12]23[CH3:13])[C@:17]2([CH3:20])[C:4]([NH:3][C:2](=[O:1])[CH2:19][CH2:18]2)=[CH:5][CH2:6]4)=[O:22])[CH2:31][C:32]2[CH:33]=[CH:34][CH:35]=[CH:36][CH:37]=2)[CH:29]=[CH:28][CH:27]=[CH:26][CH:25]=1. Reported procedure: The title compound was prepared in a yield of 92% in a similar manner to that described in Example 1 by reacting 3-oxo-4-azaandrost-5-ene-17β-carboxylic acid and (S)-1,2-diphenylethylamine.